This data is from the Open Reaction Database (ORD), a public repository of structured organic reaction records. The task is: describe an organic reaction: reactants, conditions, products, and yield Reactants: Intermediate 33, ClC1=C(C=NN1CC1=CC=C(C=C1)OC)[N+](=O)[O-] (5-chloro-1-(4-methoxybenzyl)-4-nitro-1H-pyrazole), C[C@@H]1CN(CCN1)C(=O)OC(C)(C)C ((R)-tert-butyl 3-methylpiperazine-1-carboxylate). The product is NC=1C=NN(C1N1[C@@H](CN(CC1)C(=O)OC(C)(C)C)C)CC1=CC=C(C=C1)OC ((R)-tert-butyl 4-(4-amino-1-(4-methoxybenzyl)-1H-pyrazol-5-yl)-3-methylpiperazine-1-carboxylate). Reaction SMILES: Cl[C:2]1[N:6]([CH2:7][C:8]2[CH:13]=[CH:12][C:11]([O:14][CH3:15])=[CH:10][CH:9]=2)[N:5]=[CH:4][C:3]=1[N+:16]([O-])=O.[CH3:19][C@H:20]1[NH:25][CH2:24][CH2:23][N:22]([C:26]([O:28][C:29]([CH3:32])([CH3:31])[CH3:30])=[O:27])[CH2:21]1>>[NH2:16][C:3]1[CH:4]=[N:5][N:6]([CH2:7][C:8]2[CH:13]=[CH:12][C:11]([O:14][CH3:15])=[CH:10][CH:9]=2)[C:2]=1[N:25]1[CH2:24][CH2:23][N:22]([C:26]([O:28][C:29]([CH3:32])([CH3:31])[CH3:30])=[O:27])[CH2:21][C@H:20]1[CH3:19]. Procedure details: Following the procedure for Intermediate 33 starting with 5-chloro-1-(4-methoxybenzyl)-4-nitro-1H-pyrazole and (R)-tert-butyl 3-methylpiperazine-1-carboxylate gave (R)-tert-butyl 4-(4-amino-1-(4-methoxybenzyl)-1H-pyrazol-5-yl)-3-methylpiperazine-1-carboxylate as a red gum (325 mg, 81% over two steps). 1H NMR (400 MHz, CDCl3) δ 7.16-7.11 (m, 3H), 6.82 (d, J=8.6 Hz, 2H), 5.16 (d, J=14.8 Hz, 1H), 5.05 (d, J=14.8 Hz, 1H), 4.10-3.80 (m, 2H), 3.78 (s, 3H), 3.26-3.19 (m, 1H), 3.01 (td, J=11.4, 3.0 Hz, ... Starting materials: NC1=C(C=C(C2=CC=CC=C12)S(N)(=O)=O)N (1,2-diamino-4-sulphamoyl-naphtalene), 1.0, O.O.C(C(=O)O)(=O)O (oxalic acid dihydrate). The solvent is Cl (HCl). The product is OC=1C(=NC=2C=C(C3=C(C2N1)C=CC=C3)S(N)(=O)=O)O (2,3-Dihydroxy-6-sulphamoyl-benzo(f)quinoxaline). Yield: 50.0%. As a reaction SMILES: [NH2:1][C:2]1[C:11]2[C:6](=[CH:7][CH:8]=[CH:9][CH:10]=2)[C:5]([S:12](=[O:15])(=[O:14])[NH2:13])=[CH:4][C:3]=1[NH2:16].O.O.[C:19](O)(=[O:23])[C:20](O)=[O:21]>Cl>[OH:21][C:20]1[C:19]([OH:23])=[N:16][C:3]2[CH:4]=[C:5]([S:12](=[O:15])(=[O:14])[NH2:13])[C:6]3[CH:7]=[CH:8][CH:9]=[CH:10][C:11]=3[C:2]=2[N:1]=1 |f:1.2.3|. Procedure: A mixture of 1.0 g (3.4 mmol) 1,2-diamino-4-sulphamoyl-naphtalene and 1.0 (7.9 mmol) oxalic acid dihydrate in 20 ml 2N HCl was refluxed for 2 hours. After cooling to room temperature the precipitate was filtered off and washed with water. The crude product was recrystallized from dimethylformamide/water to give 0.6 g (50%) of the title compound. Reactants: Fc1cc(F)cc(Br)c1, CC(=O)O, C1CCOC1, [Li]CCCC, CCOCC, CN(C)C=O, O. Product: O=Cc1c(F)cc(Br)cc1F. Reaction SMILES: [Br:6][c:7]1[cH:8][c:9]([F:14])[cH:10][c:11]([F:13])[cH:12]1.[C:20]([OH:21])(=[O:22])[CH3:23].[CH2:24]1[O:25][CH2:26][CH2:27][CH2:28]1.[CH3:1][CH2:2][CH2:3][CH2:4][Li:5].[CH3:29][CH2:30][O:31][CH2:32][CH3:33].[O:15]=[CH:16][N:17]([CH3:18])[CH3:19].[OH2:34]>>[Br:6][c:7]1[cH:8][c:9]([F:14])[c:10]([CH:16]=[O:15])[c:11]([F:13])[cH:12]1. Reactants: C1=C(C=CC2=CC=CC=C12)OCCN (2-(2-naphthalenyloxy)ethanamine), Cl (hydrochloric acid), acid chloride, C(C)(=O)C1=CC=C(C(=O)O)C=C1 (4-acetyl benzoic acid). Solvent: ClCCl (dichloromethane), C(C)N(CC)CC (triethylamine), O (water). Reaction conditions: temperature 0 celsius, time 10 minute. Product: C(C)(=O)C1=CC=C(C(=O)NCCOC2=CC3=CC=CC=C3C=C2)C=C1 (4-acetyl-N-[2-(2-naphthalenyloxy)ethyl]benzamide). Yield: 53.9%. As a reaction SMILES: [CH:1]1[C:10]2[C:5](=[CH:6][CH:7]=[CH:8][CH:9]=2)[CH:4]=[CH:3][C:2]=1[O:11][CH2:12][CH2:13][NH2:14].[C:15]([C:18]1[CH:26]=[CH:25][C:21]([C:22](O)=[O:23])=[CH:20][CH:19]=1)(=[O:17])[CH3:16].Cl>ClCCl.C(N(CC)CC)C.O>[C:15]([C:18]1[CH:26]=[CH:25][C:21]([C:22]([NH:14][CH2:13][CH2:12][O:11][C:2]2[CH:3]=[CH:4][C:5]3[C:10](=[CH:9][CH:8]=[CH:7][CH:6]=3)[CH:1]=2)=[O:23])=[CH:20][CH:19]=1)(=[O:17])[CH3:16]. Procedure: A stirred mixture of 2-(2-naphthalenyloxy)ethanamine (4.9 g) in dichloromethane (25 mL) and triethylamine (5 mL) was chilled to 0° C. and treated with the acid chloride prepared from 4-acetyl benzoic acid (4.3 g) and then the mixture was stirred at room temperature for 10 minutes. The mixture was diluted with water and acidified with excess 2N hydrochloric acid, extracted with dichloromethane and the organic layer was washed in turn with sodium bicarbonate solution and saturated sodium chloride ... Starting materials: CN(C)C=O, FC(F)=C(F)F, O=[N+]([O-])c1ccc(O)c(F)c1, [K+], [OH-], O. Product: O=[N+]([O-])c1ccc(OC(F)(F)C(F)F)c(F)c1. RXN SMILES: [CH3:21][N:22]([CH3:23])[CH:24]=[O:25].[F:14][C:15](=[C:16]([F:17])[F:18])[F:19].[F:1][c:2]1[c:3]([OH:11])[cH:4][cH:5][c:6]([N+:8](=[O:9])[O-:10])[cH:7]1.[K+:13].[OH-:12].[OH2:20]>>[F:1][c:2]1[c:3]([O:11][C:16]([CH:15]([F:14])[F:19])([F:17])[F:18])[cH:4][cH:5][c:6]([N+:8](=[O:9])[O-:10])[cH:7]1. The reactants are C(C1=CC=CC=C1)OC=1C(=NC(=NC1O)CC1(CCCC1)C1=CC(=CC=C1)C(F)(F)F)C(=O)N(C(C)C)CCO (5-(Benzyloxy)-6-hydroxy-N-(2-hydroxyethyl)-N-isopropyl-2-((1-(3-(trifluoromethyl)phenyl)cyclo-pentyl)methyl)pyrimidine-4-carboxamide), C(C1=CC=CC=C1)OC1=C2N(C(=NC1=O)CC1(CCCC1)C1=CC=C(C=C1)C(F)(F)F)CCN(C2=O)C(C)C (9-Benzyloxy-2-isopropyl-6-[1-(4-trifluoromethyl-phenyl)-cyclopentylmethyl]-3,4-dihydro-2H-pyrazino[1,2-c]pyrimidine-1,8-dione). Product: C(C1=CC=CC=C1)OC1=C2N(C(=NC1=O)CC1(CCCC1)C1=CC(=CC=C1)C(F)(F)F)CCN(C2=O)C(C)C (9-(Benzyloxy)-2-isopropyl-6-((1-(3-(trifluoromethyl)phenyl)cyclopentyl)methyl)-3,4-dihydro-1H-pyrazino[1,2-c]pyrimidine-1,8(2H)-dione). RXN SMILES: [CH2:1]([O:8][C:9]1[C:10]([C:32]([N:34]([CH2:38][CH2:39]O)[CH:35]([CH3:37])[CH3:36])=[O:33])=[N:11][C:12]([CH2:16][C:17]2([C:22]3[CH:27]=[CH:26][CH:25]=[C:24]([C:28]([F:31])([F:30])[F:29])[CH:23]=3)[CH2:21][CH2:20][CH2:19][CH2:18]2)=[N:13][C:14]=1[OH:15])[C:2]1[CH:7]=[CH:6][CH:5]=[CH:4][CH:3]=1.C(OC1C(=O)N=C(CC2(C3C=CC(C(F)(F)F)=CC=3)CCCC2)N2CCN(C(C)C)C(=O)C=12)C1C=CC=CC=1>>[CH2:1]([O:8][C:9]1[C:14](=[O:15])[N:13]=[C:12]([CH2:16][C:17]2([C:22]3[CH:27]=[CH:26][CH:25]=[C:24]([C:28]([F:31])([F:29])[F:30])[CH:23]=3)[CH2:21][CH2:20][CH2:19][CH2:18]2)[N:11]2[CH2:39][CH2:38][N:34]([CH:35]([CH3:36])[CH3:37])[C:32](=[O:33])[C:10]=12)[C:2]1[CH:3]=[CH:4][CH:5]=[CH:6][CH:7]=1. Procedure details: 9-(Benzyloxy)-2-isopropyl-6-((1-(3-(trifluoromethyl)phenyl)cyclopentyl)methyl)-3,4-dihydro-1H-pyrazino[1,2-c]pyrimidine-1,8(2H)-dione (478) was synthesized as a white solid from 5-(benzyloxy)-6-hydroxy-N-(2-hydroxyethyl)-N-isopropyl-2-((1-(3-(trifluoromethyl)phenyl)cyclo-pentyl)methyl)pyrimidine-4-carboxamide (477) following the procedure described for 9-benzyloxy-6-[1-(4-trifluoromethyl-phenyl)-cyclopentylmethyl]-2-isopropyl-3,4-dihydro-2H-pyrazino[1,2-c]pyrimidine-1,8-dione (247). The reactants are S(=O)(Cl)Cl (thionyl chloride), NC(CC(=O)O)C=1C=NC=CC1 (3-amino-3-(3-pyridyl)propionic acid), C(C)O (ethanol). Run at time 8 hour. Product: Cl.NC(CC(=O)OCC)C=1C=NC=CC1 (ethyl 3-amino-3-(3-pyridyl)propionate hydrochloride). Yield: 79.0%. As a reaction SMILES: S(Cl)([Cl:3])=O.[NH2:5][CH:6]([C:11]1[CH:12]=[N:13][CH:14]=[CH:15][CH:16]=1)[CH2:7][C:8]([OH:10])=[O:9].[CH2:17](O)[CH3:18]>>[ClH:3].[NH2:5][CH:6]([C:11]1[CH:12]=[N:13][CH:14]=[CH:15][CH:16]=1)[CH2:7][C:8]([O:10][CH2:17][CH3:18])=[O:9] |f:3.4|. Reported procedure: To 40 mL of stirred ethanol at 0° C. under nitrogen was slowly added thionyl chloride (3.3 mL, 45 mmol) followed by addition of 3-amino-3-(3-pyridyl)propionic acid (2.65 g, 15 mmol). The reaction mixture was allowed to slowly warm to room temperature and then refluxed for 3 hours. After 2 hours at reflux all of the solid had dissolved. The reaction mixture was allowed to cool to room temperature and stirred overnight. The slurry was filtered and the solid was washed with copious amounts of ethan... Starting materials: C(C)(C)NC(C)C (diisopropylamine), C(CCC)[Li].CCCCCC (butyllithium hexane), BrCCCOCC1=CC=CC=C1 (benzyl 3-bromopropyl ether), Cl (hydrochloric acid), N1(CCC(CC1)C(=O)OCC)C(=O)OC(C)(C)C (1-tert-butyl 4-ethyl piperidine-1,4-dicarboxylate). Solvent: O1CCCC1 (tetrahydrofuran), O1CCCC1 (tetrahydrofuran), O (Water). Reaction conditions: time 1 hour. Product: C(C1=CC=CC=C1)OCCCC1(CCN(CC1)C(=O)OC(C)(C)C)C(=O)OCC (1-tert-butyl 4-ethyl 4-(3-(benzyloxy)propyl)piperidine-1,4-dicarboxylate). Reaction SMILES: C(NC(C)C)(C)C.C([Li])CCC.CCCCCC.[N:19]1([C:30]([O:32][C:33]([CH3:36])([CH3:35])[CH3:34])=[O:31])[CH2:24][CH2:23][CH:22]([C:25]([O:27][CH2:28][CH3:29])=[O:26])[CH2:21][CH2:20]1.Br[CH2:38][CH2:39][CH2:40][O:41][CH2:42][C:43]1[CH:48]=[CH:47][CH:46]=[CH:45][CH:44]=1.Cl>O.O1CCCC1>[CH2:42]([O:41][CH2:40][CH2:39][CH2:38][C:22]1([C:25]([O:27][CH2:28][CH3:29])=[O:26])[CH2:21][CH2:20][N:19]([C:30]([O:32][C:33]([CH3:35])([CH3:34])[CH3:36])=[O:31])[CH2:24][CH2:23]1)[C:43]1[CH:48]=[CH:47][CH:46]=[CH:45][CH:44]=1 |f:1.2|. Reported procedure: To 20 mL of a tetrahydrofuran solution containing 1.2 mL of diisopropylamine, 5.8 mL of 1.6 mol/L butyllithium/hexane was added dropwise at −78° C., and the mixture was stirred at the same temperature for 1 hour. Thereto was added dropwise 2 mL of a tetrahydrofuran solution containing 2.0 g of 1-tert-butyl 4-ethyl piperidine-1,4-dicarboxylate, and the mixture was stirred for 1 hour. Thereto was added 1.7 mL of benzyl 3-bromopropyl ether, and the temperature of the reaction mixture was increased ... Reactants: [OH-].[Na+] (sodium hydroxide), P(=O)([O-])([O-])[O-] (phosphate), ice, [Cl-].NC1=CC(=C(C=C1)N=NC1=CC=C(C(=[NH2+])N)C=C1)C (4-(4'-amino-2'-methylphenylazo)benzamidinium chloride), N1=C(Cl)N=C(Cl)N=C1Cl (cyanuric chloride), salt. Solvent: O (water). Product: [Cl-].ClC1=NC(=NC(=N1)Cl)NC1=CC(=C(C=C1)N=NC1=CC=C(C(=[NH2+])N)C=C1)C (4-(4-[4,6-dichloro-s-triazin-2-ylamino]-2-methyl-phenylazo)benzamidinium chloride). RXN SMILES: [Cl-].[NH2:2][C:3]1[CH:8]=[CH:7][C:6]([N:9]=[N:10][C:11]2[CH:19]=[CH:18][C:14]([C:15]([NH2:17])=[NH2+:16])=[CH:13][CH:12]=2)=[C:5]([CH3:20])[CH:4]=1.[N:21]1[C:28]([Cl:29])=[N:27][C:25](Cl)=[N:24][C:22]=1[Cl:23].[OH-].[Na+].P([O-])([O-])([O-])=O>O>[Cl-:23].[Cl:23][C:22]1[N:21]=[C:28]([Cl:29])[N:27]=[C:25]([NH:2][C:3]2[CH:8]=[CH:7][C:6]([N:9]=[N:10][C:11]3[CH:12]=[CH:13][C:14]([C:15]([NH2:17])=[NH2+:16])=[CH:18][CH:19]=3)=[C:5]([CH3:20])[CH:4]=2)[N:24]=1 |f:0.1,3.4,7.8|. Procedure: To an ice-cold solution of 5.8 g of 4-(4'-amino-2'-methylphenylazo)benzamidinium chloride in 800 parts of water was added 3.8 g of cyanuric chloride and the pH maintained between 5 and 6 and finally raised to 7 by the addition of 20 g of 1M sodium hydroxide solution. To this solution were then added 8 g of mixed phosphate buffer (equimolar amounts of KH2PO4 and Na2HPO4), followed by 40 g of salt and the precipitate of dichlorotriazine filtered off, mixed with further 1 g of phosphate buffer to e...